The task is: describe an organic reaction: reactants, conditions, products, and yield. This data is from the Open Reaction Database (ORD), a public repository of structured organic reaction records. Starting materials: [BH4-], CO, CC(=O)CC(=O)NC(Cc1ccccc1)(c1ccc(F)cc1)c1cc(F)cc(OC(F)(F)C(F)F)c1, [Na+]. Product: CC(O)CC(=O)NC(Cc1ccccc1)(c1ccc(F)cc1)c1cc(F)cc(OC(F)(F)C(F)F)c1. As a reaction SMILES: [BH4-:37].[CH3:39][OH:40].[F:1][c:2]1[cH:3][c:4]([C:15]([CH2:16][c:17]2[cH:18][cH:19][cH:20][cH:21][cH:22]2)([c:23]2[cH:24][cH:25][c:26]([F:29])[cH:27][cH:28]2)[NH:30][C:31]([CH2:32][C:33]([CH3:34])=[O:35])=[O:36])[cH:5][c:6]([O:8][C:9]([CH:10]([F:11])[F:12])([F:13])[F:14])[cH:7]1.[Na+:38]>>[F:1][c:2]1[cH:3][c:4]([C:15]([CH2:16][c:17]2[cH:18][cH:19][cH:20][cH:21][cH:22]2)([c:23]2[cH:24][cH:25][c:26]([F:29])[cH:27][cH:28]2)[NH:30][C:31]([CH2:32][CH:33]([CH3:34])[OH:35])=[O:36])[cH:5][c:6]([O:8][C:9]([CH:10]([F:11])[F:12])([F:13])[F:14])[cH:7]1. RXN SMILES: [CH2:1]([NH:8][CH2:9][CH2:10][NH:11][C:12]([C:25]1[CH:30]=[CH:29][CH:28]=[CH:27][CH:26]=1)([C:19]1[CH:24]=[CH:23][CH:22]=[CH:21][CH:20]=1)[C:13]1[CH:18]=[CH:17][CH:16]=[CH:15][CH:14]=1)[C:2]1[CH:7]=[CH:6][CH:5]=[CH:4][CH:3]=1.Br[CH2:32]/[CH:33]=[CH:34]/[C:35]([O:37][CH3:38])=[O:36].C(=O)([O-])[O-].[K+].[K+].O>C(#N)C>[CH2:1]([N:8]([CH2:9][CH2:10][NH:11][C:12]([C:25]1[CH:30]=[CH:29][CH:28]=[CH:27][CH:26]=1)([C:13]1[CH:14]=[CH:15][CH:16]=[CH:17][CH:18]=1)[C:19]1[CH:20]=[CH:21][CH:22]=[CH:23][CH:24]=1)[CH2:32]/[CH:33]=[CH:34]/[C:35]([O:37][CH3:38])=[O:36])[C:2]1[CH:3]=[CH:4][CH:5]=[CH:6][CH:7]=1 |f:2.3.4|. Solvent: C(C)#N (acetonitrile). Run at temperature 50 celsius. Product: C(C1=CC=CC=C1)N(C/C=C/C(=O)OC)CCNC(C1=CC=CC=C1)(C1=CC=CC=C1)C1=CC=CC=C1 ((E)-methyl 4-(benzyl(2-(tritylamino)ethyl)amino)but-2-enoate). Reactants: C(C1=CC=CC=C1)NCCNC(C1=CC=CC=C1)(C1=CC=CC=C1)C1=CC=CC=C1 (N1-benzyl-N2-tritylethane-1,2-diamine), BrC/C=C/C(=O)OC ((E)-methyl 4-bromobut-2-enoate), C([O-])([O-])=O.[K+].[K+] (potassium carbonate), O (water). Procedure: To a solution of Example 12A (128 g, 326 mmol) in acetonitrile (652 mL) was added (E)-methyl 4-bromobut-2-enoate (38.4 mL, 326 mmol) and potassium carbonate (90 g, 652 mmol), and the mixture was heated at 50° C. for 17 hours. A small amount of water was added, and the mixture was decanted into a separatory funnel. The solid left behind was washed three times with ethyl acetate, and the ethyl acetate washings were added to the separatory funnel followed by more water. The layers were separated an...